Dataset: the Open Reaction Database (ORD), a public repository of structured organic reaction records. Task: describe an organic reaction: reactants, conditions, products, and yield Reactants: CCOC(C)O, Nc1cc(O)c(Cl)cc1F, COc1cc2ncc(C#N)c(Cl)c2cc1OC, Cl, [Na+], [Na+], O=C([O-])[O-], O, c1ccncc1. Product: COc1cc2ncc(C#N)c(Nc3cc(O)c(Cl)cc3F)c2cc1OC. Reaction SMILES: [CH2:35]([O:36][CH:37]([OH:38])[CH3:39])[CH3:40].[Cl:18][c:19]1[cH:20][c:21]([F:27])[c:22]([NH2:23])[cH:24][c:25]1[OH:26].[Cl:1][c:2]1[c:3]([C:16]#[N:17])[cH:4][n:5][c:6]2[cH:7][c:8]([O:14][CH3:15])[c:9]([O:12][CH3:13])[cH:10][c:11]12.[ClH:28].[Na+:41].[Na+:42].[O-:43][C:44](=[O:45])[O-:46].[OH2:47].[n:29]1[cH:30][cH:31][cH:32][cH:33][cH:34]1>>[c:2]1([NH:23][c:22]2[c:21]([F:27])[cH:20][c:19]([Cl:18])[c:25]([OH:26])[cH:24]2)[c:3]([C:16]#[N:17])[cH:4][n:5][c:6]2[cH:7][c:8]([O:14][CH3:15])[c:9]([O:12][CH3:13])[cH:10][c:11]12.